From a dataset of the Open Reaction Database (ORD), a public repository of structured organic reaction records. describe an organic reaction: reactants, conditions, products, and yield Yield: 59.8%. The reagents and catalysts are C(C1=CC=CC=C1)(=O)OOC(C1=CC=CC=C1)=O (benzoyl peroxide). Run in C(Cl)(Cl)(Cl)Cl (carbon tetrachloride). The product is C(C)OC(=O)C1=C(N=C(S1)Br)CBr (2-Bromo-4-bromomethyl-thiazole-5-carboxylic acid ethyl ester). Reactants: C(C)OC(=O)C1=C(N=C(S1)Br)C (2-Bromo-4-methyl-thiazole-5-carboxylic acid ethyl ester), BrN1C(CCC1=O)=O (N-bromosuccinimide). As a reaction SMILES: [CH2:1]([O:3][C:4]([C:6]1[S:10][C:9]([Br:11])=[N:8][C:7]=1[CH3:12])=[O:5])[CH3:2].[Br:13]N1C(=O)CCC1=O>C(Cl)(Cl)(Cl)Cl.C(OOC(=O)C1C=CC=CC=1)(=O)C1C=CC=CC=1>[CH2:1]([O:3][C:4]([C:6]1[S:10][C:9]([Br:11])=[N:8][C:7]=1[CH2:12][Br:13])=[O:5])[CH3:2]. Reported procedure: A mixture of 2-Bromo-4-methyl-thiazole-5-carboxylic acid ethyl ester (5.67 g, 22.68 mmol), N-bromosuccinimide (4.44 g, 24.95 mmol) and benzoyl peroxide (275 mg, 1.13 mmol) in carbon tetrachloride (25 mL) was refluxed for 16 h before it was cooled to room temperature and partitioned between dichloromethane and water, the organic layer was washed with saturated aqueous sodium bicarbonate solution, brine, dried over anhydrous sodium sulfate and concentrated in vacuo to give the title compound as a ... The reactants are OC(C(=O)O[C@@H]1CC[C@H](CC1)N(C)CCC(=O)NC1=C(C=C(C=C1)CO)Cl)(C=1SC=CC1)C=1SC=CC1 (trans-4-((3-(2-chloro-4-(hydroxy-methyl)phenylamino)-3-oxopropyl)(methyl)amino)cyclohexyl hydroxy(di-2-thienyl)-acetate), OC(C(=O)O[C@@H]1CC[C@H](CC1)N(C)CCC(=O)NC1=C(C=C(C=C1)CO)Cl)(C=1SC=CC1)C=1SC=CC1 (trans-4-((3-(2-chloro-4-(hydroxy-methyl)phenylamino)-3-oxopropyl)(methyl)amino)cyclohexyl hydroxy(di-2-thienyl)-acetate), OC(C(=O)O[C@@H]1CC[C@H](CC1)N(C)CCC(=O)NC1=C(C=C(C(=C1)OC)C=O)Cl)(C=1SC=CC1)C=1SC=CC1 (trans-4-((3-(2-chloro-4-formyl-5-methoxy-phenylamino)-3-oxopropyl)(methyl)amino)cyclohexyl hydroxy(di-2-thienyl)-acetate). Reagents/catalysts: [O-2].[Mn+4].[O-2] (manganese (IV) oxide). Solvent: C(Cl)(Cl)Cl (chloroform). The product is OC(C(=O)O[C@@H]1CC[C@H](CC1)N(C)CCC(=O)NC1=C(C=C(C=C1)C=O)Cl)(C=1SC=CC1)C=1SC=CC1 (trans-4-((3-(2-chloro-4-formyl-phenylamino)-3-oxopropyl)(methyl)amino)-cyclohexyl hydroxy(di-2-thienyl)acetate). As a reaction SMILES: [OH:1][C:2]([C:33]1[S:34][CH:35]=[CH:36][CH:37]=1)([C:28]1[S:29][CH:30]=[CH:31][CH:32]=1)[C:3]([O:5][C@H:6]1[CH2:11][CH2:10][C@H:9]([N:12]([CH2:14][CH2:15][C:16]([NH:18][C:19]2[CH:24]=[CH:23][C:22]([CH2:25][OH:26])=[CH:21][C:20]=2[Cl:27])=[O:17])[CH3:13])[CH2:8][CH2:7]1)=[O:4].OC(C1SC=CC=1)(C1SC=CC=1)C(O[C@H]1CC[C@H](N(CCC(NC2C=C(OC)C(C=O)=CC=2Cl)=O)C)CC1)=O>C(Cl)(Cl)Cl.[O-2].[Mn+4].[O-2]>[OH:1][C:2]([C:28]1[S:29][CH:30]=[CH:31][CH:32]=1)([C:33]1[S:34][CH:35]=[CH:36][CH:37]=1)[C:3]([O:5][C@H:6]1[CH2:11][CH2:10][C@H:9]([N:12]([CH2:14][CH2:15][C:16]([NH:18][C:19]2[CH:24]=[CH:23][C:22]([CH:25]=[O:26])=[CH:21][C:20]=2[Cl:27])=[O:17])[CH3:13])[CH2:8][CH2:7]1)=[O:4] |f:3.4.5|. Procedure details: Obtained as a light brown oil (94%) starting from trans-4-((3-(2-chloro-4-(hydroxy-methyl)phenylamino)-3-oxopropyl)(methyl)amino)cyclohexyl hydroxy(di-2-thienyl)-acetate (intermediate 49; 0.06 g, 0.11 mmol) and manganese (IV) oxide (0.098 mg, 1.13 mmol) in chloroform (1.4 mL) following the experimental procedure as described for intermediate 43. Reported procedure: To a solution of 2-phenyloxazole-4-carboxaldehyde (2.18 g, 12.5 mmol) in pyridine (25 ml) was added hydroxylamine hydrochloride (0.96 g, 13.8 mmol) under stirring at room temperature. After 1 hour the mixture was poured into water (200 ml) and the resulting solids were collected, washed with water and dried under vacuum. 2.02 g (10.8 mmol) of the titled compound was obtained: mp 145°-147° C.; IR (KBr) 3195, 3075, 3035, 2850, 1646, 1555, 1486, 1445, 1431 cm-1 ; 1H NMR (270 MHz, CDCl3) d 8.87 (brs... The yield is 86.4%. Run in N1=CC=CC=C1 (pyridine). As a reaction SMILES: [C:1]1([C:7]2[O:8][CH:9]=[C:10]([CH:12]=O)[N:11]=2)[CH:6]=[CH:5][CH:4]=[CH:3][CH:2]=1.Cl.[NH2:15][OH:16].O>N1C=CC=CC=1>[C:1]1([C:7]2[O:8][CH:9]=[C:10]([CH:12]=[N:15][OH:16])[N:11]=2)[CH:6]=[CH:5][CH:4]=[CH:3][CH:2]=1 |f:1.2|. Reactants: C1(=CC=CC=C1)C=1OC=C(N1)C=O (2-phenyloxazole-4-carboxaldehyde), Cl.NO (hydroxylamine hydrochloride), O (water). The product is C1(=CC=CC=C1)C=1OC=C(N1)C=NO (2-Phenyloxazole-4-carboxaldehyde oxime). Reactants: CC1(OB(OC1(C)C)C1=CC=C(C(=O)O)C=C1)C (4-(4,4,5,5-tetramethyl-1,3,2-dioxaborolan-2-yl)benzoic acid), N1C[C@@H]([C@H](C1)O)O ((3S,4S)-pyrrolidine-3,4-diol). Yields the product O[C@H]1CN(C[C@@H]1O)C(=O)C1=CC=C(C=C1)B1OC(C(O1)(C)C)(C)C (((3S,4S)-3,4-dihydroxypyrrolidin-1-yl)(4-(4,4,5,5-tetramethyl-1,3,2-dioxaborolan-2-yl)phenyl)methanone). As a reaction SMILES: [CH3:1][C:2]1([CH3:18])[C:6]([CH3:8])([CH3:7])[O:5][B:4]([C:9]2[CH:17]=[CH:16][C:12]([C:13]([OH:15])=O)=[CH:11][CH:10]=2)[O:3]1.[NH:19]1[CH2:23][C@H:22]([OH:24])[C@@H:21]([OH:25])[CH2:20]1>>[OH:25][C@@H:21]1[C@@H:22]([OH:24])[CH2:23][N:19]([C:13]([C:12]2[CH:11]=[CH:10][C:9]([B:4]3[O:5][C:6]([CH3:7])([CH3:8])[C:2]([CH3:1])([CH3:18])[O:3]3)=[CH:17][CH:16]=2)=[O:15])[CH2:20]1. Procedure details: The title compound was prepared by the procedure as described in Example 101 (Step H) using 4-(4,4,5,5-tetramethyl-1,3,2-dioxaborolan-2-yl)benzoic acid and (3S,4S)-pyrrolidine-3,4-diol. Reactants: CC1(OCC(CO1)C1=CC=C(OC2=C(C(=NC=N2)N2CCC(CC2)C2=NC(=NO2)C(C)C)[N+](=O)[O-])C=C1)C (5-(1-(6-(4-(2,2-dimethyl-1,3-dioxan-5-yl)phenoxy)-5-nitropyrimidin-4-yl)piperidin-4-yl)-3-isopropyl-1,2,4-oxadiazole), Cl (HCl). Run in CC(=O)C (acetone). Conditions: temperature 27 celsius, time 4 hour. The product is C(C)(C)C1=NOC(=N1)C1CCN(CC1)C1=C(C(=NC=N1)OC1=CC=C(C=C1)C(CO)CO)[N+](=O)[O-] (2-(4-(6-(4-(3-isopropyl-1,2,4-oxadiazol-5-yl)piperidin-1-yl)-5-nitropyrimidin-4-yloxy)phenyl)propane-1,3-diol). Isolated yield 5.4%. As a reaction SMILES: CC1(C)[O:7][CH2:6][CH:5]([C:8]2[CH:37]=[CH:36][C:11]([O:12][C:13]3[N:18]=[CH:17][N:16]=[C:15]([N:19]4[CH2:24][CH2:23][CH:22]([C:25]5[O:29][N:28]=[C:27]([CH:30]([CH3:32])[CH3:31])[N:26]=5)[CH2:21][CH2:20]4)[C:14]=3[N+:33]([O-:35])=[O:34])=[CH:10][CH:9]=2)[CH2:4][O:3]1.Cl>CC(C)=O>[CH:30]([C:27]1[N:26]=[C:25]([CH:22]2[CH2:21][CH2:20][N:19]([C:15]3[N:16]=[CH:17][N:18]=[C:13]([O:12][C:11]4[CH:36]=[CH:37][C:8]([CH:5]([CH2:6][OH:7])[CH2:4][OH:3])=[CH:9][CH:10]=4)[C:14]=3[N+:33]([O-:35])=[O:34])[CH2:24][CH2:23]2)[O:29][N:28]=1)([CH3:32])[CH3:31]. Procedure: To a solution of 5-(1-(6-(4-(2,2-dimethyl-1,3-dioxan-5-yl)phenoxy)-5-nitropyrimidin-4-yl)piperidin-4-yl)-3-isopropyl-1,2,4-oxadiazole (500 mg, 0.0095 moles) in acetone (10 ml) was added conc. HCl (3 ml) and the reaction mixture was stirred for 4 hours at 27° C. The reaction mixture was concentrated and the residue was dissolved in ethyl acetate. The organic extract was successively washed with water & brine, dried over sodium sulfate and evaporated under reduced pressure to yield 250 mg product ... Reactants: CC1=NC2=C(C=CC=C2C(=C1)OS(=O)(=O)C(F)(F)F)C1=C(C=C(C=C1C)C)C (trifluoro-methanesulfonic acid 2-methyl-8-(2,4,6-trimethyl-phenyl)-quinolin-4-yl ester), [Br-].[K+] (potassium bromide). Solvent: CS(=O)C (DMSO), C1CCOC1 (THF). Conditions: temperature 120 celsius. The product is BrC1=CC(=NC2=C(C=CC=C12)C1=C(C=C(C=C1C)C)C)C (4-Bromo-2-methyl-8-(2,4,6-trimethyl-phenyl)-quinoline). Isolated yield 105.2%. Reaction SMILES: [CH3:1][C:2]1[CH:11]=[C:10](OS(C(F)(F)F)(=O)=O)[C:9]2[C:4](=[C:5]([C:20]3[C:25]([CH3:26])=[CH:24][C:23]([CH3:27])=[CH:22][C:21]=3[CH3:28])[CH:6]=[CH:7][CH:8]=2)[N:3]=1.[Br-:29].[K+]>CS(C)=O.C1COCC1>[Br:29][C:10]1[C:9]2[C:4](=[C:5]([C:20]3[C:25]([CH3:26])=[CH:24][C:23]([CH3:27])=[CH:22][C:21]=3[CH3:28])[CH:6]=[CH:7][CH:8]=2)[N:3]=[C:2]([CH3:1])[CH:11]=1 |f:1.2|. Reported procedure: A mixture of trifluoro-methanesulfonic acid 2-methyl-8-(2,4,6-trimethyl-phenyl)-quinolin-4-yl ester (426 mg, 1 mmol) and potassium bromide (KBr) (809 mg, 1.1 mmol) in a mixture of 1 ml of dry DMSO and 3 ml of dry THF was heated in 120° C. oil bath for 3 hours. The mixture was quenched with water, extracted with ethyl acetate. The organic layer was dried and concentrated to give 358 mg of the title compound as an off-white solid. 1H NMR (CDCl3) δ 8.16 (m,1H), 7.59 (m,1H), 7.56(s,1H), 7.48(m,1H), ...